This data is from the Open Reaction Database (ORD), a public repository of structured organic reaction records. The task is: describe an organic reaction: reactants, conditions, products, and yield Starting materials: Cl (HCl), C1(=CC1)CCCCCCC(=O)O (7-cycloprop-1-enyl-heptanoic acid), C(C)NCC (diethylamine), ClC(=O)OC (Methyl chloroformate). Run in CCOCC (ether), O (water), C(C)N(CC)CC (triethyl amine), CCOCC (ether). Run at time 1.5 hour. The product is C(C)N(C(CCCCCCC1=CC1)=O)CC (7-Cycloprop-1-enyl-heptanoic Acid Diethylamide). RXN SMILES: [C:1]1([CH2:4][CH2:5][CH2:6][CH2:7][CH2:8][CH2:9][C:10]([OH:12])=O)[CH2:3][CH:2]=1.ClC(OC)=O.[CH2:18]([NH:20][CH2:21][CH3:22])[CH3:19].Cl>CCOCC.O.C(N(CC)CC)C>[CH2:18]([N:20]([CH2:21][CH3:22])[C:10](=[O:12])[CH2:9][CH2:8][CH2:7][CH2:6][CH2:5][CH2:4][C:1]1[CH2:3][CH:2]=1)[CH3:19]. Reported procedure: A solution of 7-cycloprop-1-enyl-heptanoic acid (0.25 g, 1.5 mmol) in 10 ml of ether was cooled in an ice bath and treated with 0.3 mL of triethyl amine. Methyl chloroformate (0.16 g, 17 mmol) was added, and the reaction was stirred for 1.5 hours. Excess diethylamine was added while the reaction was still cooled in an ice bath, and the reaction was stirred for one half hour. Additional ether and water were added, and the aqueous phase was acidified to pH 1 with aqueous HCl. The phases were separ... Reactants: CO, COC(=O)c1cc2c3ccccc3n(Cc3cc(Cl)ccc3Cl)c2cn1, NN. Product: NNC(=O)c1cc2c3ccccc3n(Cc3cc(Cl)ccc3Cl)c2cn1. Reaction SMILES: [CH3:29][OH:30].[Cl:1][c:2]1[c:3]([CH2:4][n:5]2[c:6]3[cH:7][cH:8][cH:9][cH:10][c:11]3[c:12]3[cH:13][c:14]([C:18]([O:20][CH3:19])=[O:21])[n:15][cH:16][c:17]23)[cH:22][c:23]([Cl:26])[cH:24][cH:25]1.[NH2:27][NH2:28]>>[Cl:1][c:2]1[c:3]([CH2:4][n:5]2[c:6]3[cH:7][cH:8][cH:9][cH:10][c:11]3[c:12]3[cH:13][c:14]([C:18](=[O:20])[NH:27][NH2:28])[n:15][cH:16][c:17]23)[cH:22][c:23]([Cl:26])[cH:24][cH:25]1. Reactants: ClC1=C(C=NC2=CC(=CC=C12)OC)C#N (4-chloro-7-methoxy -3-quinolinecarbonitrile), BrC=1C=C(N)C=CC1 (3-bromo aniline). The solvent is COC(C)O (methoxyethanol), CCOCC (ether). Yields the product BrC=1C=C(C=CC1)NC1=C(C=NC2=CC(=CC=C12)OC)C#N (4-[(3-bromophenyl)amino]-7-methoxy -3-quinolinecarbonitrile). Isolated yield 33.2%. As a reaction SMILES: Cl[C:2]1[C:11]2[C:6](=[CH:7][C:8]([O:12][CH3:13])=[CH:9][CH:10]=2)[N:5]=[CH:4][C:3]=1[C:14]#[N:15].[Br:16][C:17]1[CH:18]=[C:19]([CH:21]=[CH:22][CH:23]=1)[NH2:20]>COC(O)C.CCOCC>[Br:16][C:17]1[CH:18]=[C:19]([NH:20][C:2]2[C:11]3[C:6](=[CH:7][C:8]([O:12][CH3:13])=[CH:9][CH:10]=3)[N:5]=[CH:4][C:3]=2[C:14]#[N:15])[CH:21]=[CH:22][CH:23]=1. Procedure details: A solution of 2.97 g (13.6 mmol) of 4-chloro-7-methoxy -3-quinolinecarbonitrile and 4.67 g (27.2 mmol) of 3-bromo aniline in 76 ml of methoxyethanol was refluxed under nitrogen for 5 hours. The solution was cooled and diluted with ether. Solid was collected and washed with ether. The solid was stirred with a hot mixture of ethyl acetate and sodium bicarbonate solution. The organic layer was separated and dried over magnesium sulfate. Solvent was removed and the residue was recrystallized from a ... Starting materials: C(C)(C)(C)OC(NC1(COC(OC1)(C)C)CCC1=CC(=C(C=C1)OCCCC1=CC=CC2=CC=CC=C12)C(F)(F)F)=O ([2,2-dimethyl-5-(2-{4-[3-(1-naphthyl)propoxy]-3-trifluoromethylphenyl}ethyl)-1,3-dioxan-5-yl]carbamic acid t-butyl ester), Cl (hydrochloric acid). Solvent: C(C)O (ethanol). Reaction conditions: temperature 80 celsius, time 1.5 hour. Yields the product Cl.NC(CO)(CO)CCC1=CC(=C(C=C1)OCCCC1=CC=CC2=CC=CC=C12)C(F)(F)F (2-amino-2-(2-{4-[3-(1-naphthyl)propoxy]-3-trifluoromethylphenyl}ethyl)propane-1,3-diol hydrochloride). RXN SMILES: C(OC(=O)[NH:7][C:8]1([CH2:16][CH2:17][C:18]2[CH:23]=[CH:22][C:21]([O:24][CH2:25][CH2:26][CH2:27][C:28]3[C:37]4[C:32](=[CH:33][CH:34]=[CH:35][CH:36]=4)[CH:31]=[CH:30][CH:29]=3)=[C:20]([C:38]([F:41])([F:40])[F:39])[CH:19]=2)[CH2:13][O:12]C(C)(C)[O:10][CH2:9]1)(C)(C)C.[ClH:43]>C(O)C>[ClH:43].[NH2:7][C:8]([CH2:16][CH2:17][C:18]1[CH:23]=[CH:22][C:21]([O:24][CH2:25][CH2:26][CH2:27][C:28]2[C:37]3[C:32](=[CH:33][CH:34]=[CH:35][CH:36]=3)[CH:31]=[CH:30][CH:29]=2)=[C:20]([C:38]([F:39])([F:40])[F:41])[CH:19]=1)([CH2:9][OH:10])[CH2:13][OH:12] |f:3.4|. Reported procedure: Compound 73-3 (620 mg) was dissolved in ethanol (15 ml), concentrated hydrochloric acid (1.5 ml) was added, and the mixture was stirred at 80° C. for 1.5 hr. The reaction mixture was concentrated, and the residue was washed with diethyl ether to give the object product (490 mg) as a white powder. RXN SMILES: [CH3:41][C:42]#[N:43].[CH3:44][CH2:45][O:46][C:47]([CH3:48])=[O:49].[CH3:50][CH2:51][CH2:52][CH2:53][CH2:54][CH3:55].[CH:1]([CH3:2])([CH3:3])[Si:4]([CH:5]([CH3:6])[CH3:7])([CH:8]([CH3:9])[CH3:10])[Cl:11].[Cl-:34].[F:12][c:13]1[cH:14][c:15]([CH:16]=[O:17])[cH:18][cH:19][c:20]1[OH:21].[F:27][C:28]([F:29])([F:30])[C:31]([OH:32])=[O:33].[NH4+:35].[O:36]=[CH:37][N:38]([CH3:39])[CH3:40].[nH:22]1[cH:23][cH:24][n:25][cH:26]1>>[CH:1]([CH3:2])([CH3:3])[Si:4]([CH:5]([CH3:6])[CH3:7])([CH:8]([CH3:9])[CH3:10])[O:21][c:20]1[c:13]([F:12])[cH:14][c:15]([CH:16]=[O:17])[cH:18][cH:19]1. Yields the product CC(C)[Si](Oc1ccc(C=O)cc1F)(C(C)C)C(C)C. The reactants are CC#N, CCOC(C)=O, CCCCCC, CC(C)[Si](Cl)(C(C)C)C(C)C, [Cl-], O=Cc1ccc(O)c(F)c1, O=C(O)C(F)(F)F, [NH4+], CN(C)C=O, c1c[nH]cn1. The reactants are NC1=C(C=CC=C1)CCO (2-(2-aminophenyl)ethanol), C(=O)O (formic acid), C(C)(=O)OC(C)=O (acetic anhydride), C(O)([O-])=O.[K+] (potassium hydrogen carbonate). Run in O1CCCC1 (tetrahydrofuran), O1CCCC1 (tetrahydrofuran). Conditions: temperature 60 celsius, time 2 hour. Yields the product OCCC1=C(C=CC=C1)NC=O (N-[2-(2-hydroxyethyl)phenyl]formamide). As a reaction SMILES: [CH:1]([OH:3])=O.C(OC(=O)C)(=O)C.[NH2:11][C:12]1[CH:17]=[CH:16][CH:15]=[CH:14][C:13]=1[CH2:18][CH2:19][OH:20].C(=O)([O-])O.[K+]>O1CCCC1>[OH:20][CH2:19][CH2:18][C:13]1[CH:14]=[CH:15][CH:16]=[CH:17][C:12]=1[NH:11][CH:1]=[O:3] |f:3.4|. Procedure: 12.6 ml of formic acid were added dropwise at 0° C. to 15 ml of acetic anhydride, and the mixture was then stirred for 2 hours at 60° C. After cooling to 20° C., the mixture was diluted with 140 ml of tetrahydrofuran, cooled to −4° C., and at this temperature a solution of 18.4 g of 2-(2-aminophenyl)ethanol in 185 ml of tetrahydrofuran was added dropwise. After stirring for 3 hours at −6° C. the mixture was neutralised with aqueous potassium hydrogen carbonate solution (25% KHCO3) and extracted ... Starting materials: O=C([O-])[O-], CN(C)C=O, CCOCC, Sc1ccc(Cl)cc1, OC(c1cncnc1)c1cc(F)ccc1F, [K+], [K+], O=S(Cl)Cl. Product: Fc1ccc(F)c(C(Sc2ccc(Cl)cc2)c2cncnc2)c1. As a reaction SMILES: [C:30](=[O:31])([O-:32])[O-:33].[CH3:17][N:18]([CH3:19])[CH:20]=[O:21].[CH3:40][CH2:41][O:42][CH2:43][CH3:44].[Cl:22][c:23]1[cH:24][cH:25][c:26]([SH:29])[cH:27][cH:28]1.[F:1][c:2]1[c:3]([CH:9]([c:10]2[cH:11][n:12][cH:13][n:14][cH:15]2)[OH:16])[cH:4][c:5]([F:8])[cH:6][cH:7]1.[K+:34].[K+:35].[S:36]([Cl:37])([Cl:38])=[O:39]>>[F:1][c:2]1[c:3]([CH:9]([c:10]2[cH:11][n:12][cH:13][n:14][cH:15]2)[S:29][c:26]2[cH:25][cH:24][c:23]([Cl:22])[cH:28][cH:27]2)[cH:4][c:5]([F:8])[cH:6][cH:7]1. The product is CS(=O)(=O)O, CCCN(c1c(OC)nn2c(-c3c(Cl)cc(COC)cc3OC)csc12)C1CCOCC1. Reaction SMILES: [CH3:33][S:34]([OH:35])(=[O:36])=[O:37].[CH3:38][CH2:39][O:40][C:41](=[O:42])[CH3:43].[Cl:1][c:2]1[c:3](-[c:13]2[n:14]3[c:15]([s:16][cH:17]2)[c:18]([N:23]([CH:24]2[CH2:25][CH2:26][O:27][CH2:28][CH2:29]2)[CH2:30][CH2:31][CH3:32])[c:19]([O:21][CH3:22])[n:20]3)[c:4]([O:11][CH3:12])[cH:5][c:6]([CH2:8][O:9][CH3:10])[cH:7]1>>[CH3:33][S:34](=[O:35])(=[O:36])[OH:37].[Cl:1][c:2]1[c:3](-[c:13]2[n:14]3[c:15]([s:16][cH:17]2)[c:18]([N:23]([CH:24]2[CH2:25][CH2:26][O:27][CH2:28][CH2:29]2)[CH2:30][CH2:31][CH3:32])[c:19]([O:21][CH3:22])[n:20]3)[c:4]([O:11][CH3:12])[cH:5][c:6]([CH2:8][O:9][CH3:10])[cH:7]1. The reactants are CS(=O)(=O)O, CCOC(C)=O, CCCN(c1c(OC)nn2c(-c3c(Cl)cc(COC)cc3OC)csc12)C1CCOCC1.